From a dataset of the Open Reaction Database (ORD), a public repository of structured organic reaction records. describe an organic reaction: reactants, conditions, products, and yield The reactants are COCOC1=CC=2C3C(C(OC2C=C1)C1=CC=C(C=C1)OCOC)CC(C3)O (8-Methoxymethoxy-4-(4-methoxymethoxy-phenyl)-1,2,3,3a,4,9b-hexahydro-cyclopenta[c]chromen-2-ol), F[C@H]1C[C@H]2[C@H]([C@H](OC=3C=CC(=CC23)O)C2=CC=C(C=C2)O)C1 ((2S, 3aR, 4S, 9bS)-2-Fluoro-4-(4-hydroxy-phenyl)-1,2,3,3a,4,9b-hexahydro-cyclopenta[c]chromen-8-ol). The product is F[C@@H]1C[C@H]2[C@H]([C@H](OC=3C=CC(=CC23)O)C2=CC=C(C=C2)O)C1 ((2R, 3aR, 4S, 9bS)-2-Fluoro-4-(4-hydroxy-phenyl)-1,2,3,3a,4,9b-hexahydro-cyclopenta[c]chromen-8-ol). RXN SMILES: COCOC1C=CC2OC(C3C=CC(OCOC)=CC=3)C3CC(O)CC3C=2C=1.[F:29][C@@H:30]1[CH2:50][C@H:33]2[C@@H:34]([C:43]3[CH:48]=[CH:47][C:46]([OH:49])=[CH:45][CH:44]=3)[O:35][C:36]3[CH:37]=[CH:38][C:39]([OH:42])=[CH:40][C:41]=3[C@H:32]2[CH2:31]1>>[F:29][C@H:30]1[CH2:50][C@H:33]2[C@@H:34]([C:43]3[CH:48]=[CH:47][C:46]([OH:49])=[CH:45][CH:44]=3)[O:35][C:36]3[CH:37]=[CH:38][C:39]([OH:42])=[CH:40][C:41]=3[C@H:32]2[CH2:31]1. Procedure: Fluorocyclopentane 47 was prepared from alcohol 27 in a manner substantially similar to fluorocyclopentane 45. HRMS(ES+) calcd for C18H18FO3: 301.1240; found: 301.1241 (M+H).